The task is: describe an organic reaction: reactants, conditions, products, and yield. This data is from the Open Reaction Database (ORD), a public repository of structured organic reaction records. Reactants: ClCCl, COC(OC)C(C)C(F)=CO, O=[Cr](=O)=O, c1ccncc1. Product: COC(OC)C(C)=C(F)C=O. Reaction SMILES: [CH2:22]([Cl:23])[Cl:24].[CH3:11][O:12][CH:13]([CH:14]([C:15](=[CH:16][OH:17])[F:18])[CH3:19])[O:20][CH3:21].[O:1]=[Cr:2](=[O:3])=[O:4].[cH:5]1[cH:6][cH:7][n:8][cH:9][cH:10]1>>[CH3:11][O:12][CH:13]([C:14](=[C:15]([CH:16]=[O:17])[F:18])[CH3:19])[O:20][CH3:21].